From a dataset of the Open Reaction Database (ORD), a public repository of structured organic reaction records. describe an organic reaction: reactants, conditions, products, and yield Starting materials: C=1C=C2C=CC=C3C2=C(C1)C(=O)NC3=O (1,8-naphthalimide), C=O (formaldehyde). Solvent: CN(C=O)C (dimethylformamide). Conditions: time 8 hour. The product is OCN1C(C2=CC=CC=3C2=C(C1=O)C=CC3)=O (2-(Hydroxymethyl)-1H-benz[de]isoquinoline-1,3(2H)-dione). As a reaction SMILES: [CH:1]1[CH:2]=[C:3]2[C:8]3=[C:9]([C:11]([NH:13][C:14](=[O:15])[C:7]3=[CH:6][CH:5]=[CH:4]2)=[O:12])[CH:10]=1.[CH2:16]=[O:17]>CN(C)C=O>[OH:17][CH2:16][N:13]1[C:14](=[O:15])[C:7]2[CH:6]=[CH:5][CH:4]=[C:3]3[C:8]=2[C:9](=[CH:10][CH:1]=[CH:2]3)[C:11]1=[O:12]. Procedure details: 30 g. (0.15 mole) of 1,8-naphthalimide and 12.5 ml. of 37% aqueous formaldehyde (0.17 mole) are combined in 100 ml. of dimethylformamide and heated on a hot plate (90°-110°) until all the materials dissolve. The solution is then allowed to stand overnight at 25°. The resulting precipitate is filtered off, washed with water and recrystallized from dioxane. This material is dried overnight at 25° (0.1 mm.) to yield 26.4 g. of the titled compound which has an indistinct melting point. The product is ON=C(Cl)c1ccc(Cl)cc1. Reactants: ClC(Cl)Cl, Cl, ON=Cc1ccc(Cl)cc1. As a reaction SMILES: [CH:12]([Cl:13])([Cl:14])[Cl:15].[Cl:11].[Cl:1][c:2]1[cH:3][cH:4][c:5]([CH:6]=[N:7][OH:8])[cH:9][cH:10]1>>[Cl:1][c:2]1[cH:3][cH:4][c:5]([C:6](=[N:7][OH:8])[Cl:13])[cH:9][cH:10]1. Starting materials: ClC1=NC=C(C=C1C#N)OC (2-chloro-3-cyano-5-methoxypyridine), C(CS)(=O)OC (methyl thioglycolate), solution, CC(C)(C)[O-].[K+].C1CCOC1 (KOtBu THF), CN(C)C=O (DMF). Run at time 20 minute. Yields the product NC1(CC=2C(=NC=C(C2)OC)S1)C(=O)OC (Methyl 2-amino-5-methoxy-thieno[2,3-b]pyridine-2-carboxylate). The yield is 71.0%. As a reaction SMILES: Cl[C:2]1[C:7]([C:8]#N)=[CH:6][C:5]([O:10][CH3:11])=[CH:4][N:3]=1.[C:12]([O:16][CH3:17])(=[O:15])[CH2:13][SH:14].CC([O-])(C)C.[K+].C1COCC1.C[N:30](C=O)C>>[NH2:30][C:13]1([C:12]([O:16][CH3:17])=[O:15])[S:14][C:2]2=[N:3][CH:4]=[C:5]([O:10][CH3:11])[CH:6]=[C:7]2[CH2:8]1 |f:2.3.4|. Procedure details: To 2-chloro-3-cyano-5-methoxypyridine (0.53 g) and methyl thioglycolate (280 μL) in DMF (10 mL) at 5° C. was added a 1.0M solution of KOtBu/THF (3.8 mL). The reaction was stirred 20 min at 5°, then 2 h at RT, quenched in sat'd NH4Cl, the solid precipitate was collected, washed with water and dried to give 0.53 g (71%) of the title compound. The reactants are Cc1cc(F)ccc1C1CC(=O)CCN1C(=O)OCc1ccccc1, COC(OC)OC, CO. Yields the product COC1(OC)CCN(C(=O)OCc2ccccc2)C(c2ccc(F)cc2C)C1. Reaction SMILES: [CH2:1]([c:2]1[cH:3][cH:4][cH:5][cH:6][cH:7]1)[O:8][C:9](=[O:10])[N:11]1[CH:12]([c:18]2[c:19]([CH3:25])[cH:20][c:21]([F:24])[cH:22][cH:23]2)[CH2:13][C:14](=[O:17])[CH2:15][CH2:16]1.[CH3:26][O:27][CH:28]([O:29][CH3:30])[O:31][CH3:32].[CH3:33][OH:34]>>[CH2:1]([c:2]1[cH:3][cH:4][cH:5][cH:6][cH:7]1)[O:8][C:9](=[O:10])[N:11]1[CH:12]([c:18]2[c:19]([CH3:25])[cH:20][c:21]([F:24])[cH:22][cH:23]2)[CH2:13][C:28]([O:29][CH3:30])([O:31][CH3:32])[CH2:15][CH2:16]1. The reactants are C1(=CCCCC1)C1=C(C=CC(=C1)C1CC(NC(C1)=O)=O)NC(=O)C=1N(C=C(N1)C#N)COCC[Si](C)(C)C (4-cyano-1-(2-trimethylsilanyl-ethoxymethyl)-1H-imidazole-2-carboxylic acid [2-cyclohex-1-enyl-4-(2,6-dioxo-piperidin-4-yl)-phenyl]-amide), C(=O)(C(F)(F)F)O (TFA). The reagents and catalysts are CCO (EtOH). Run in C(Cl)Cl (CH2Cl2). Yields the product C1(=CCCCC1)C1=C(C=CC(=C1)C1CC(NC(C1)=O)=O)NC(=O)C=1NC=C(N1)C#N (4-Cyano-1H-imidazole-2-carboxylic acid [2-cyclohex-1-enyl-4-(2,6-dioxo-piperidin-4-yl)-phenyl]-amide). The yield is 10.0%. RXN SMILES: [C:1]1([C:7]2[CH:12]=[C:11]([CH:13]3[CH2:18][C:17](=[O:19])[NH:16][C:15](=[O:20])[CH2:14]3)[CH:10]=[CH:9][C:8]=2[NH:21][C:22]([C:24]2[N:25](COCC[Si](C)(C)C)[CH:26]=[C:27]([C:29]#[N:30])[N:28]=2)=[O:23])[CH2:6][CH2:5][CH2:4][CH2:3][CH:2]=1.C(O)(C(F)(F)F)=O>C(Cl)Cl.CCO>[C:1]1([C:7]2[CH:12]=[C:11]([CH:13]3[CH2:14][C:15](=[O:20])[NH:16][C:17](=[O:19])[CH2:18]3)[CH:10]=[CH:9][C:8]=2[NH:21][C:22]([C:24]2[NH:25][CH:26]=[C:27]([C:29]#[N:30])[N:28]=2)=[O:23])[CH2:6][CH2:5][CH2:4][CH2:3][CH:2]=1. Procedure details: A solution of 70.0 mg (0.131 mmol) of 4-cyano-1-(2-trimethylsilanyl-ethoxymethyl)-1H-imidazole-2-carboxylic acid [2-cyclohex-1-enyl-4-(2,6-dioxo-piperidin-4-yl)-phenyl]-amide (as prepared in the previous step) in CH2Cl2 (10 mL) was treated with EtOH (2 drops) and TFA (3 mL) at RT for 1.5 h. Solvents were removed in vacuo. Purification of the residue by reverse phase high pressure liquid chromatography (RP-HPLC) (C18) with 10-80% CH3CN in 0.1% TFA/H2O over 30 min afforded 5.3 mg (8%) of the title... Starting materials: C(C)(C)(C)OC(NC1=C(C=C(C=C1)C(C1=CC=CC=C1)=O)N)=O ((2-amino-4-benzoyl-phenyl)-carbamic acid tert.-butyl ester), ClC=1C=C(C=CC1)C1=CC(OC(O1)(C)C)=O (6-(3-chloro-phenyl)-2,2-dimethyl-[1,3]dioxin-4-one). Product: C(C)(C)(C)OC(NC1=C(C=C(C=C1)C(C1=CC=CC=C1)=O)NC(CC(=O)C1=CC(=CC=C1)Cl)=O)=O ({4-Benzoyl-2-[3-(3-chloro-phenyl)-3-oxo-propionylamino]-phenyl}-carbamic acid tert.-butyl ester). Isolated yield 71.3%. Reaction SMILES: [C:1]([O:5][C:6](=[O:23])[NH:7][C:8]1[CH:13]=[CH:12][C:11]([C:14](=[O:21])[C:15]2[CH:20]=[CH:19][CH:18]=[CH:17][CH:16]=2)=[CH:10][C:9]=1[NH2:22])([CH3:4])([CH3:3])[CH3:2].[Cl:24][C:25]1[CH:26]=[C:27]([C:31]2[O:36]C(C)(C)[O:34][C:33](=O)[CH:32]=2)[CH:28]=[CH:29][CH:30]=1>>[C:1]([O:5][C:6](=[O:23])[NH:7][C:8]1[CH:13]=[CH:12][C:11]([C:14](=[O:21])[C:15]2[CH:20]=[CH:19][CH:18]=[CH:17][CH:16]=2)=[CH:10][C:9]=1[NH:22][C:33](=[O:34])[CH2:32][C:31]([C:27]1[CH:28]=[CH:29][CH:30]=[C:25]([Cl:24])[CH:26]=1)=[O:36])([CH3:4])([CH3:2])[CH3:3]. Procedure: Prepared from (2-amino-4-benzoyl-phenyl)-carbamic acid tert.-butyl ester (Example G24) (205 mg, 0.66 mmol) and 6-(3-chloro-phenyl)-2,2-dimethyl-[1,3]dioxin-4-one (Example J6) (174 mg, 0.73 mmol) according to the general procedure K. Obtained as a brown foam (232 mg).